This data is from the Open Reaction Database (ORD), a public repository of structured organic reaction records. The task is: describe an organic reaction: reactants, conditions, products, and yield Reactants: CN(C)C=O, [H-], [Na+], CCOC(=O)c1ccc(O)cc1, CCCCC(CCOS(=O)(=O)c1ccc(C)cc1)C(F)(F)F. Product: CCCCC(CCOc1ccc(C(=O)OCC)cc1)C(F)(F)F. As a reaction SMILES: [CH3:37][N:38]([CH3:39])[CH:40]=[O:41].[H-:35].[Na+:36].[OH:23][c:24]1[cH:25][cH:26][c:27]([C:28](=[O:29])[O:30][CH2:31][CH3:32])[cH:33][cH:34]1.[c:1]1([CH3:2])[cH:3][cH:4][c:5]([S:6]([O:7][CH2:11][CH2:12][CH:13]([CH2:14][CH2:15][CH2:16][CH3:17])[C:18]([F:19])([F:20])[F:21])(=[O:8])=[O:9])[cH:10][cH:22]1>>[CH2:11]([CH2:12][CH:13]([CH2:14][CH2:15][CH2:16][CH3:17])[C:18]([F:19])([F:20])[F:21])[O:23][c:24]1[cH:25][cH:26][c:27]([C:28](=[O:29])[O:30][CH2:31][CH3:32])[cH:33][cH:34]1. Reactants: CCN(CC)S(F)(F)F, ClCCl, CCOC(C)=O, [Na+], O=C([O-])O, C=C(CO)C(=O)OCC. The product is C=C(CF)C(=O)OCC. RXN SMILES: [CH2:10]([N:11]([S:12]([F:13])([F:14])[F:16])[CH2:15][CH3:17])[CH3:18].[CH2:30]([Cl:31])[Cl:32].[CH3:24][CH2:25][O:26][C:27](=[O:28])[CH3:29].[Na+:23].[O-:19][C:20]([OH:21])=[O:22].[OH:1][CH2:2][C:3]([C:4](=[O:5])[O:6][CH2:7][CH3:8])=[CH2:9]>>[CH2:2]([C:3]([C:4](=[O:5])[O:6][CH2:7][CH3:8])=[CH2:9])[F:16]. Reactants: C=CCCCCCC(C(=O)OCC)C(=O)OCC, FC(F)(F)C(F)(F)CCCCCI. Yields the product C=CCCCCCC(CCCCCC(F)(F)C(F)(F)F)C(=O)OCC. RXN SMILES: [CH2:1]([CH2:2][CH2:3][CH2:4][CH2:5][CH:6]=[CH2:7])[CH:8]([C:9](=[O:10])[O:11][CH2:12][CH3:13])[C:14]([O:15][CH2:16][CH3:17])=[O:18].[I:19][CH2:20][CH2:21][CH2:22][CH2:23][CH2:24][C:25]([C:26]([F:27])([F:28])[F:29])([F:30])[F:31]>>[CH2:1]([CH2:2][CH2:3][CH2:4][CH2:5][CH:6]=[CH2:7])[CH:8]([C:9](=[O:10])[O:11][CH2:12][CH3:13])[CH2:14][CH2:21][CH2:22][CH2:23][CH2:24][C:25]([C:26]([F:27])([F:28])[F:29])([F:30])[F:31]. The reactants are C1(CCC1)CN1[C@H]2[C@@]3(CCC4(C5[C@@]3(C=3C(=C(C=CC3C2)O)O5)CC1)OCCO4)F (17'-(Cyclobutylmethyl)-4',5'-epoxy-14'-fluorospiro-[1,3-dioxolane-2,6'-morphinan]-3'-ol), N (ammonia). Solvent: C(C(=O)O)(=O)O (oxalic acid). Yields the product C1(CCC1)CN1[C@H]2[C@@]3(CCC(C4[C@@]3(C=3C(=C(C=CC3C2)O)O4)CC1)=O)F (17-(Cyclobutylmethyl)-4,5-epoxy-14-fluoro-3-hydroxymorphinan-6-one). As a reaction SMILES: [CH:1]1([CH2:5][N:6]2[CH2:24][CH2:23][C@:13]34[C:14]5[C:15]6[O:22][CH:12]3[C:11]3(OCC[O:25]3)[CH2:10][CH2:9][C@@:8]4([F:29])[C@H:7]2[CH2:20][C:19]=5[CH:18]=[CH:17][C:16]=6[OH:21])[CH2:4][CH2:3][CH2:2]1.N>C(O)(=O)C(O)=O>[CH:1]1([CH2:5][N:6]2[CH2:24][CH2:23][C@:13]34[C:14]5[C:15]6[O:22][CH:12]3[C:11](=[O:25])[CH2:10][CH2:9][C@@:8]4([F:29])[C@H:7]2[CH2:20][C:19]=5[CH:18]=[CH:17][C:16]=6[OH:21])[CH2:2][CH2:3][CH2:4]1. Procedure details: 17'-(Cyclobutylmethyl)-4',5'-epoxy-14'-fluorospiro-[1,3-dioxolane-2,6'-morphinan]-3'-ol (1.3 g) was added to a solution of oxalic acid (4.8 g in 80 ml of water) and heated at reflux for a period of 18 hours. The reaction mixture was cooled, and then basified with ammonia to pH 9.2. The precipitated solids were collected by filtration, washed with water, and air dried. The crude material melted at 100° with slight softening and sintering at 93°. The infrared spectrum indicated the presence of a c... Starting materials: CC(C(=O)N1CCOCC1)N1CCC(N(Cc2ccccc2)C(=O)[O-])C1=O, CCO, [H][H]. Yields the product CC(C(=O)N1CCOCC1)N1CCC(N)C1=O. As a reaction SMILES: [CH2:1]([c:5]1[cH:6][cH:7][cH:9][cH:10][cH:11]1)[N:8]([C:2](=[O:3])[O-:4])[CH:12]1[C:13](=[O:27])[N:14]([CH:17]([C:18](=[O:19])[N:20]2[CH2:21][CH2:22][O:23][CH2:24][CH2:25]2)[CH3:26])[CH2:15][CH2:16]1.[CH3:30][CH2:31][OH:32].[H:28][H:29]>>[NH2:8][CH:12]1[C:13](=[O:27])[N:14]([CH:17]([C:18](=[O:19])[N:20]2[CH2:21][CH2:22][O:23][CH2:24][CH2:25]2)[CH3:26])[CH2:15][CH2:16]1. The reactants are NC(C(O)C1=CC=C(C=C1)F)CC1=CC2=C(OC(C(O2)(F)F)(F)F)C=C1 ((1RS,2SR)-2-amino-1-(4-fluorophenyl)-3-(2,2,3,3-tetrafluoro-2,3-dihydro-1,4-benzodioxin-6-yl)propan-1-ol), FC1=CC=C(C2=CC=CC=C12)C(=O)O (4-fluoronaphthalenecarboxylic acid), Cl.C(C)N=C=NCCCN(C)C (1-ethyl-3-(3-dimethylaminopropyl)carbodiimide hydrochloride), O.ON1N=NC2=C1C=CC=C2 (1-hydroxybenzotriazole-hydrate). Solvent: O (water), C(C)#N (acetonitrile). Conditions: time 8 hour. Product: FC1=CC=C(C2=CC=CC=C12)C(=O)NC(C(O)C1=CC=C(C=C1)F)CC1=CC2=C(OC(C(O2)(F)F)(F)F)C=C1 (4-fluoro-N-{(1RS,2SR)-2-(4-fluorophenyl)-2-hydroxy-1-[(2,2,3,3-tetrafluoro-2,3-dihydro-1,4-benzodioxin-6-yl)methyl]ethyl}-1-naphthamide). As a reaction SMILES: [NH2:1][CH:2]([CH2:12][C:13]1[CH:26]=[CH:25][C:16]2[O:17][C:18]([F:24])([F:23])[C:19]([F:22])([F:21])[O:20][C:15]=2[CH:14]=1)[CH:3]([C:5]1[CH:10]=[CH:9][C:8]([F:11])=[CH:7][CH:6]=1)[OH:4].[F:27][C:28]1[C:37]2[C:32](=[CH:33][CH:34]=[CH:35][CH:36]=2)[C:31]([C:38](O)=[O:39])=[CH:30][CH:29]=1.Cl.C(N=C=NCCCN(C)C)C.O.ON1C2C=CC=CC=2N=N1>C(#N)C.O>[F:27][C:28]1[C:37]2[C:32](=[CH:33][CH:34]=[CH:35][CH:36]=2)[C:31]([C:38]([NH:1][CH:2]([CH2:12][C:13]2[CH:26]=[CH:25][C:16]3[O:17][C:18]([F:24])([F:23])[C:19]([F:22])([F:21])[O:20][C:15]=3[CH:14]=2)[CH:3]([C:5]2[CH:6]=[CH:7][C:8]([F:11])=[CH:9][CH:10]=2)[OH:4])=[O:39])=[CH:30][CH:29]=1 |f:2.3,4.5|. Reported procedure: To a solution of (1RS,2SR)-2-amino-1-(4-fluorophenyl)-3-(2,2,3,3-tetrafluoro-2,3-dihydro-1,4-benzodioxin-6-yl)propan-1-ol (250 mg, 0.67 mmol) in acetonitrile (20 ml) were added 4-fluoronaphthalenecarboxylic acid (127 mg, 0.67 mmol), 1-ethyl-3-(3-dimethylaminopropyl)carbodiimide hydrochloride (191 mg, 1.00 mmol) and 1-hydroxybenzotriazole-hydrate (102 mg, 0.67 mmol), and the mixture was stirred overnight at room temperature. The reaction solution was diluted with water (100 ml) and extracted with...